Dataset: the Open Reaction Database (ORD), a public repository of structured organic reaction records. Task: describe an organic reaction: reactants, conditions, products, and yield Reactants: C(C)(C)(C)OC(NC1(CC1)C(N(C)OC)=O)=O ([1-(Methoxy-methyl-carbamoyl)-cyclopropyl]-carbamic acid tert-butyl ester), [Li+].C[Si](C)(C)C#[C-] (lithium (trimethylsilyl)acetylide), [Li+].C[Si](C)(C)C#[C-] (lithium (trimethylsilyl)acetylide). Run in C1CCOC1 (THF), [NH4+].[Cl-] (NH4Cl). Reaction conditions: time 2 hour. Yields the product C(C)(C)(C)OC(NC1(CC1)C(C#C)=O)=O ((1-Propynoyl-cyclopropyl)-carbamic acid tert-butyl ester). The yield is 12.8%. Reaction SMILES: [C:1]([O:5][C:6](=[O:17])[NH:7][C:8]1([C:11](=[O:16])N(OC)C)[CH2:10][CH2:9]1)([CH3:4])([CH3:3])[CH3:2].[Li+].C[Si]([C:23]#[C-:24])(C)C>C1COCC1.[NH4+].[Cl-]>[C:1]([O:5][C:6](=[O:17])[NH:7][C:8]1([C:11](=[O:16])[C:23]#[CH:24])[CH2:9][CH2:10]1)([CH3:2])([CH3:3])[CH3:4] |f:1.2,4.5|. Procedure details: To a solution of [1-(Methoxy-methyl-carbamoyl)-cyclopropyl]-carbamic acid tert-butyl ester (5.0 g, 20. mmol) in anhydrous THF (50 mL) at −78° C., was slowly added lithium (trimethylsilyl)acetylide (0.5 M in THF, 81 mL, 41 mmol). The reaction stirred at this temperature for 2 h then an additional amount of lithium (trimethylsilyl)acetylide (0.5 M in THF, 81 mL, 41 mmol) was added and stirring continued for 3 h at −78° C. The reaction was diluted with saturated aqueous NH4Cl and extracted with EtO...